Dataset: the Open Reaction Database (ORD), a public repository of structured organic reaction records. Task: describe an organic reaction: reactants, conditions, products, and yield Reactants: Clc1cnc2c(n1)OCCN(Cc1ccccc1)C2, CNC(C)C, CC(C)(C)[O-], Cc1ccccc1, [Na+], O=C(C=Cc1ccccc1)C=Cc1ccccc1, O=C(C=Cc1ccccc1)C=Cc1ccccc1, O=C(C=Cc1ccccc1)C=Cc1ccccc1, O, [Pd], [Pd]. Product: CC(C)N(C)c1cnc2c(n1)OCCN(Cc1ccccc1)C2. Reaction SMILES: [CH2:1]([c:2]1[cH:3][cH:4][cH:5][cH:6][cH:7]1)[N:8]1[CH2:9][CH2:10][O:11][c:12]2[c:13]([n:15][cH:16][c:17]([Cl:19])[n:18]2)[CH2:14]1.[CH3:20][NH:21][CH:22]([CH3:23])[CH3:24].[CH3:25][C:26]([CH3:27])([O-:28])[CH3:29].[CH3:32][c:33]1[cH:34][cH:35][cH:36][cH:37][cH:38]1.[Na+:30].[O:41]=[C:42]([CH:43]=[CH:44][c:45]1[cH:46][cH:47][cH:48][cH:49][cH:50]1)[CH:51]=[CH:52][c:53]1[cH:54][cH:55][cH:56][cH:57][cH:58]1.[O:59]=[C:60]([CH:61]=[CH:62][c:63]1[cH:64][cH:65][cH:66][cH:67][cH:68]1)[CH:69]=[CH:70][c:71]1[cH:72][cH:73][cH:74][cH:75][cH:76]1.[O:77]=[C:78]([CH:79]=[CH:80][c:81]1[cH:82][cH:83][cH:84][cH:85][cH:86]1)[CH:87]=[CH:88][c:89]1[cH:90][cH:91][cH:92][cH:93][cH:94]1.[OH2:31].[Pd:39].[Pd:40]>>[CH2:1]([c:2]1[cH:3][cH:4][cH:5][cH:6][cH:7]1)[N:8]1[CH2:9][CH2:10][O:11][c:12]2[c:13]([n:15][cH:16][c:17]([N:21]([CH3:20])[CH:22]([CH3:23])[CH3:24])[n:18]2)[CH2:14]1. The reactants are C, CCC1CN(C(=O)OCc2ccccc2)CC1NC(=O)OC(C)(C)C, CO, [H][H], [Pd]. The product is CCC1CNCC1NC(=O)OC(C)(C)C. RXN SMILES: [C:28].[CH2:1]([O:2][C:3](=[O:4])[N:11]1[CH2:12][CH:13]([NH:18][C:19](=[O:20])[O:21][C:22]([CH3:23])([CH3:24])[CH3:25])[CH:14]([CH2:16][CH3:17])[CH2:15]1)[c:5]1[cH:6][cH:7][cH:8][cH:9][cH:10]1.[CH3:30][OH:31].[H:26][H:27].[Pd:29]>>[NH:11]1[CH2:12][CH:13]([NH:18][C:19](=[O:20])[O:21][C:22]([CH3:23])([CH3:24])[CH3:25])[CH:14]([CH2:16][CH3:17])[CH2:15]1. Reactants: CCCCBr, CCCCCCCCN1C(=O)NC(=O)C1CCCCCCC(=O)OCC, CCO, [Na]. The product is CCCCCCCCN1C(=O)N(CCCC)C(=O)C1CCCCCCC(=O)OCC. Reaction SMILES: [CH2:28]([CH2:29][CH2:30][CH3:31])[Br:32].[CH2:2]([CH3:3])[O:4][C:5](=[O:6])[CH2:7][CH2:8][CH2:9][CH2:10][CH2:11][CH2:12][CH:13]1[C:14](=[O:27])[NH:15][C:16](=[O:26])[N:17]1[CH2:18][CH2:19][CH2:20][CH2:21][CH2:22][CH2:23][CH2:24][CH3:25].[CH3:33][CH2:34][OH:35].[Na:1]>>[CH2:2]([CH3:3])[O:4][C:5](=[O:6])[CH2:7][CH2:8][CH2:9][CH2:10][CH2:11][CH2:12][CH:13]1[C:14](=[O:27])[N:15]([CH2:28][CH2:29][CH2:30][CH3:31])[C:16](=[O:26])[N:17]1[CH2:18][CH2:19][CH2:20][CH2:21][CH2:22][CH2:23][CH2:24][CH3:25].